Dataset: the Open Reaction Database (ORD), a public repository of structured organic reaction records. Task: describe an organic reaction: reactants, conditions, products, and yield Starting materials: OO (hydrogen peroxide), epoxide, CC1=CC[C@@H](CC1=O)C(=C)C (S-(+)-carvone), [OH-].[Na+] (NaOH), CC1=CC[C@@H](CC1=O)C(=C)C (S-(+)-carvone). Solvent: CO (MeOH). Yields the product CC(=C)C1CC2C(O2)(C(=O)C1)C (carvone epoxide). Reaction SMILES: [CH3:1][C:2]1[C:7](=[O:8])[CH2:6][C@@H:5]([C:9]([CH3:11])=[CH2:10])[CH2:4][CH:3]=1.[OH-:12].[Na+].OO>CO>[CH3:10][C:9]([CH:5]1[CH2:4][C:3](=[O:12])[C:2]2([CH3:1])[O:8][CH:7]2[CH2:6]1)=[CH2:11] |f:1.2|. Reported procedure: Synthesis of epoxide 10 from S-(+)-carvone as illustrated in FIG. 3. A solution of 4 N NaOH (48 mL, 192.0 mmol, 0.3 equivalents) was slowly added to a solution of S-(+)-carvone (100.0 g, 665 mmol, 1.0 equivalent) in MeOH (1000 mL) at 0° C., followed by the dropwise addition of 35% hydrogen peroxide solution (70.0 mL, 792.6 mmol, 1.2 equivalents) over 3 hours. After the reaction was complete as established by TLC analysis, it was quenched by the slow addition of saturated Na2SO3 solution (200 mL)... The reactants are OCCF, Cc1ccc(S(=O)(=O)Cl)cc1, c1ccncc1. Product: Cc1ccc(S(=O)(=O)OCCF)cc1. RXN SMILES: [F:1][CH2:2][CH2:3][OH:4].[S:5](=[O:6])(=[O:7])([c:8]1[cH:9][cH:10][c:11]([CH3:12])[cH:13][cH:14]1)[Cl:15].[cH:16]1[cH:17][cH:18][n:19][cH:20][cH:21]1>>[F:1][CH2:2][CH2:3][O:4][S:5](=[O:6])(=[O:7])[c:8]1[cH:9][cH:10][c:11]([CH3:12])[cH:13][cH:14]1. Starting materials: BrCCCl (1-bromo-2-chloroethane), [C@@H]12N(C[C@@H](NC1)C2)C(=O)OC(C)(C)C ((1S,4S)-tert-butyl 2,5-diazabicyclo[2.2.1]heptane-2-carboxylate), P(=O)([O-])([O-])[O-].[K+].[K+].[K+] (potassium phosphate), BrCCCl (1-bromo-2-chloroethane). Conditions: temperature 55 celsius. Product: ClCCN1[C@@H]2CN([C@H](C1)C2)C(=O)OC(C)(C)C ((1S,4S)-tert-butyl 5-(2-chloroethyl)-2,5-diazabicyclo[2.2.1]heptane-2-carboxylate). The yield is 67.3%. RXN SMILES: [C@H:1]12[CH2:7][C@H:4]([NH:5][CH2:6]1)[CH2:3][N:2]2[C:8]([O:10][C:11]([CH3:14])([CH3:13])[CH3:12])=[O:9].P([O-])([O-])([O-])=O.[K+].[K+].[K+].Br[CH2:24][CH2:25][Cl:26]>>[Cl:26][CH2:25][CH2:24][N:5]1[CH2:6][C@@H:1]2[CH2:7][C@H:4]1[CH2:3][N:2]2[C:8]([O:10][C:11]([CH3:14])([CH3:13])[CH3:12])=[O:9] |f:1.2.3.4|. Procedure: (1S,4S)-tert-butyl 2,5-diazabicyclo[2.2.1]heptane-2-carboxylate (525 mg, 2.65 mmol) and potassium phosphate (1686 mg, 7.94 mmol) were combined in a 75 mL medium pressure flask and purged in a 50° C. vacuum oven for 10 mins and placed under N2 (g) atmosphere. THF (30 mL) was added, followed by 1-bromo-2-chloroethane (1.124 mL, 13.24 mmol) and the mixture was heated to 55° C. for 18 h. The reaction mixture was cooled to rt, treated with more 1-bromo-2-chloroethane (0.043 mL, 0.517 mmol) and heated...